From a dataset of the Open Reaction Database (ORD), a public repository of structured organic reaction records. describe an organic reaction: reactants, conditions, products, and yield The reactants are COCCN1N=C(C=C1)N (1-(2-methoxy-ethyl)-1H-pyrazol-3-yl-amine), N1=C(C=CC=C1C)C (2,6-lutidine), C1(CCCC1)C[C@@H](C(=O)Cl)C1=CC(=CC=C1)C(F)(F)F (3-cyclopentyl-2(R)-(3-trifluoromethyl-phenyl)-propionyl chloride). Solvent: C(Cl)Cl (methylene chloride), C(Cl)Cl (methylene chloride), C(Cl)Cl (methylene chloride). Run at temperature 0 celsius, time 16 hour. Product: C1(CCCC1)C[C@@H](C(=O)NC1=NN(C=C1)CCOC)C1=CC(=CC=C1)C(F)(F)F (3-cyclopentyl-N-[1-(2-methoxy-ethyl)-1H-pyrazol-3-yl]-2(R)-(3-trifluoromethyl-phenyl)-propionamide). Yield: 86.0%. Reaction SMILES: [CH3:1][O:2][CH2:3][CH2:4][N:5]1[CH:9]=[CH:8][C:7]([NH2:10])=[N:6]1.N1C(C)=CC=CC=1C.[CH:19]1([CH2:24][C@H:25]([C:29]2[CH:34]=[CH:33][CH:32]=[C:31]([C:35]([F:38])([F:37])[F:36])[CH:30]=2)[C:26](Cl)=[O:27])[CH2:23][CH2:22][CH2:21][CH2:20]1>C(Cl)Cl>[CH:19]1([CH2:24][C@H:25]([C:29]2[CH:34]=[CH:33][CH:32]=[C:31]([C:35]([F:36])([F:37])[F:38])[CH:30]=2)[C:26]([NH:10][C:7]2[CH:8]=[CH:9][N:5]([CH2:4][CH2:3][O:2][CH3:1])[N:6]=2)=[O:27])[CH2:23][CH2:22][CH2:21][CH2:20]1. Reported procedure: In a round bottom flask was placed 1-(2-methoxy-ethyl)-1H-pyrazol-3-yl-amine (prepared in Example 72, 38 mg, 0.27 mmol), 2,6-lutidine (42 μL, 0.37 mmol) and methylene chloride (5 mL). This solution was then cooled to 0° C. and to it was added dropwise a solution of 3-cyclopentyl-2(R)-(3-trifluoromethyl-phenyl)-propionyl chloride in methylene chloride (prepared in Example 83, 0.12 M solution, 2 mL, 0.24 mmol). The reaction was then allowed to warm up to 25° C. and stirred for 16 h. After this tim... The reactants are BrC1=CC(=CC(=N1)C(=O)N)[N+](=O)[O-] (6-bromo-4-nitropyridine-2-carboxamide), [K].[N+](=O)([O-])C1=CC=C(C=C1)S (4-nitrothiophenol potassium salt). Run in CN(C=O)C (dimethylformamide). Run at time 18 hour. Product: BrC1=CC(=CC(=N1)C(=O)N)SC1=CC=C(C=C1)[N+](=O)[O-] (6-bromo-4-(4-nitrophenylsulphanyl)-pyridine-2-carboxamide). Yield: 87.5%. As a reaction SMILES: [Br:1][C:2]1[N:7]=[C:6]([C:8]([NH2:10])=[O:9])[CH:5]=[C:4]([N+]([O-])=O)[CH:3]=1.[K].[N+:15]([C:18]1[CH:23]=[CH:22][C:21]([SH:24])=[CH:20][CH:19]=1)([O-:17])=[O:16]>CN(C)C=O>[Br:1][C:2]1[N:7]=[C:6]([C:8]([NH2:10])=[O:9])[CH:5]=[C:4]([S:24][C:21]2[CH:22]=[CH:23][C:18]([N+:15]([O-:17])=[O:16])=[CH:19][CH:20]=2)[CH:3]=1 |f:1.2,^1:13|. Reported procedure: 0.25 g (0.001 mol) of 6-bromo-4-nitropyridine-2-carboxamide was dissolved in 5 ml of dimethylformamide, treated with 0.19 g (0.001 mol) of 4-nitrothiophenol potassium salt and stirred at room temperature for 18 hrs. The reaction mixture was partitioned in water and ethyl acetate and the organic phase was washed with water and sat. sodium chloride solution, dried over MgSO4 and concentrated in a vaccum. The residue was chromatographed on silica gel with ethyl acetate/hexane 1:1. There was obtaine... Reactants: CCOC(=O)C1CCN(CCc2cccc(-c3nnc(-c4ccc(CC(C)C)c(C#N)c4)s3)c2CC)CC1, CC(C)O, Cl, [Na+], [OH-], O. Product: CCc1c(CCN2CCC(C(=O)O)CC2)cccc1-c1nnc(-c2ccc(CC(C)C)c(C#N)c2)s1. RXN SMILES: [C:1](#[N:2])[c:3]1[cH:4][c:5](-[c:13]2[n:14][n:15][c:16](-[c:18]3[c:19]([CH2:37][CH3:38])[c:20]([CH2:24][CH2:25][N:26]4[CH2:27][CH2:28][CH:29]([C:32](=[O:33])[O:34][CH2:35][CH3:36])[CH2:30][CH2:31]4)[cH:21][cH:22][cH:23]3)[s:17]2)[cH:6][cH:7][c:8]1[CH2:9][CH:10]([CH3:11])[CH3:12].[CH:42]([OH:43])([CH3:44])[CH3:45].[ClH:41].[Na+:40].[OH-:39].[OH2:46]>>[C:1](#[N:2])[c:3]1[cH:4][c:5](-[c:13]2[n:14][n:15][c:16](-[c:18]3[c:19]([CH2:37][CH3:38])[c:20]([CH2:24][CH2:25][N:26]4[CH2:27][CH2:28][CH:29]([C:32](=[O:33])[OH:34])[CH2:30][CH2:31]4)[cH:21][cH:22][cH:23]3)[s:17]2)[cH:6][cH:7][c:8]1[CH2:9][CH:10]([CH3:11])[CH3:12].